describe an organic reaction: reactants, conditions, products, and yield From a dataset of the Open Reaction Database (ORD), a public repository of structured organic reaction records. Reactants: CCOCC, Cn1ccnc1, COc1ccc(CBr)cc1OC, C1CCOC1. Product: [Br-], COc1ccc(Cn2cc[n+](C)c2)cc1OC. As a reaction SMILES: [CH3:19][CH2:20][O:21][CH2:22][CH3:23].[CH3:1][n:2]1[cH:3][n:4][cH:5][cH:6]1.[CH3:7][O:8][c:9]1[cH:10][c:11]([CH2:12][Br:13])[cH:14][cH:15][c:16]1[O:17][CH3:18].[O:24]1[CH2:25][CH2:26][CH2:27][CH2:28]1>>[Br-:13].[CH3:1][n+:2]1[cH:3][n:4]([CH2:12][c:11]2[cH:10][c:9]([O:8][CH3:7])[c:16]([O:17][CH3:18])[cH:15][cH:14]2)[cH:5][cH:6]1. Starting materials: C(C=1C(O)=CC=CC1)(=O)[O-].[Na+] (sodium salicylate), Product A, N1=CC=CC=C1 (pyridine), S(=O)(Cl)Cl (Thionyl chloride). Run in ClCCl (dichloromethane), ClCCl (dichloromethane), ClCCl (dichloromethane). Reaction conditions: time 10 minute. Product: C(C=1C(O)=CC=CC1)(=O)O.OCC1=CC=CC=C1O (saligenin salicylate). Yield: 60.0%. RXN SMILES: S(Cl)(Cl)=O.[C:5]([O-:14])(=[O:13])[C:6]1[C:7](=[CH:9][CH:10]=[CH:11][CH:12]=1)[OH:8].[Na+].N1C=CC=CC=1>ClCCl>[C:5]([OH:14])(=[O:13])[C:6]1[C:7](=[CH:9][CH:10]=[CH:11][CH:12]=1)[OH:8].[OH:13][CH2:5][C:6]1[C:7]([OH:8])=[CH:9][CH:10]=[CH:11][CH:12]=1 |f:1.2,5.6|. Procedure details: Thionyl chloride (1 mol) in dichloromethane (400 ml) was added dropwise and with constant stirring to a dispersion of sodium salicylate (1 mol) in dichloromethane (800 ml). The mixture was stirred for a further hour, then left to cool to room temperature, care being taken to avoid absorption of atmospheric moisture. This solution was then added dropwise and with vigorous stirring to a solution of Product A mol) and pyridine (2 mol) in dichloromethane (1200 ml). After addition was completed, the ...